Task: describe an organic reaction: reactants, conditions, products, and yield. Dataset: the Open Reaction Database (ORD), a public repository of structured organic reaction records The reactants are ClS(=O)(=O)N=C=O (chlorosulfonyl isocyanate), NC=1C(N(C(=CC1)C1=CC=CC=C1)CC(=O)NC(C(C(F)(F)F)=O)C(C)C)=O (2-(3-amino-2-oxo-6-phenyl-1,2-dihydro-1-pyridyl)-N-(3,3,3-trifluoro-1-isopropyl-2-oxopropyl)acetamide), C([O-])(O)=O.[Na+] (sodium bicarbonate). Solvent: C(C)(=O)OCC (ethyl acetate), O1CCCC1 (tetrahydrofuran). Conditions: time 10 minute. Product: O=C1N(C(=CC=C1NC(=O)N)C1=CC=CC=C1)CC(=O)NC(C(C(F)(F)F)=O)C(C)C (2-(2-Oxo-6-phenyl-3-ureido-1,2-dihydro-1-pyridyl)-N-(3,3,3-trifluoro-1-isopropyl-2-oxopropyl)acetamide). Isolated yield 69.1%. RXN SMILES: [NH2:1][C:2]1[C:3](=[O:28])[N:4]([CH2:14][C:15]([NH:17][CH:18]([CH:25]([CH3:27])[CH3:26])[C:19](=[O:24])[C:20]([F:23])([F:22])[F:21])=[O:16])[C:5]([C:8]2[CH:13]=[CH:12][CH:11]=[CH:10][CH:9]=2)=[CH:6][CH:7]=1.ClS([N:33]=[C:34]=[O:35])(=O)=O.C(=O)(O)[O-].[Na+]>O1CCCC1.C(OCC)(=O)C>[O:28]=[C:3]1[C:2]([NH:1][C:34]([NH2:33])=[O:35])=[CH:7][CH:6]=[C:5]([C:8]2[CH:13]=[CH:12][CH:11]=[CH:10][CH:9]=2)[N:4]1[CH2:14][C:15]([NH:17][CH:18]([CH:25]([CH3:26])[CH3:27])[C:19](=[O:24])[C:20]([F:22])([F:23])[F:21])=[O:16] |f:2.3|. Reported procedure: To a solution of 2-(3-amino-2-oxo-6-phenyl-1,2-dihydro-1-pyridyl)-N-(3,3,3-trifluoro-1-isopropyl-2-oxopropyl)acetamide (0.30 g) in tetrahydrofuran (5 mL), cooled to 0° C., was added, dropwise, chlorosulfonyl isocyanate (0.12 g). The reaction mixture was stirred for 10 min, neutralized with saturated aqueous sodium bicarbonate solution (1 mL), diluted with ethyl acetate (10 mL), and the organic phase washed (water, brine), dried (MgSO4) and evaporated. Purification by chromatography, using an elu... Starting materials: ClCCl, COc1cccc2c1nc(C(F)F)n2-c1nc(N2CCOCC2)nc(N(CCCN(C)C)C2CCCN(C(=O)OC(C)(C)C)C2)n1, O=C(O)C(F)(F)F. Product: COc1cccc2c1nc(C(F)F)n2-c1nc(N2CCOCC2)nc(N(CCCN(C)C)C2CCCNC2)n1. Reaction SMILES: [Cl:54][CH2:55][Cl:56].[F:1][CH:2]([c:3]1[n:4][c:5]2[c:6]([n:7]1-[c:8]1[n:9][c:10]([N:20]([CH:21]3[CH2:22][N:23]([C:27]([O:28][C:29]([CH3:30])([CH3:31])[CH3:32])=[O:33])[CH2:24][CH2:25][CH2:26]3)[CH2:34][CH2:35][CH2:36][N:37]([CH3:38])[CH3:39])[n:11][c:12]([N:14]3[CH2:15][CH2:16][O:17][CH2:18][CH2:19]3)[n:13]1)[cH:40][cH:41][cH:42][c:43]2[O:44][CH3:45])[F:46].[F:47][C:48]([F:49])([F:50])[C:51]([OH:52])=[O:53]>>[F:1][CH:2]([c:3]1[n:4][c:5]2[c:6]([n:7]1-[c:8]1[n:9][c:10]([N:20]([CH:21]3[CH2:22][NH:23][CH2:24][CH2:25][CH2:26]3)[CH2:34][CH2:35][CH2:36][N:37]([CH3:38])[CH3:39])[n:11][c:12]([N:14]3[CH2:15][CH2:16][O:17][CH2:18][CH2:19]3)[n:13]1)[cH:40][cH:41][cH:42][c:43]2[O:44][CH3:45])[F:46]. Reactants: ClC1=C(C=C(C(=C1)O)F)C(C(C(F)(F)F)(O)C=1C=CC(N(C1)C)=O)C (5-[2-(2-chloro-5-fluoro-4-hydroxy-phenyl)-1-hydroxy-1-trifluoromethyl-propyl]-1-methyl-1H-pyridin-2-one), FC=1C=C(C=CC1C(=O)OC)B(O)O (3-fluoro-4-methoxycarbonylphenylboronic acid). Reagents/catalysts: C(C)(=O)[O-].[Cu+2].C(C)(=O)[O-] (copper-(II)-acetate). Solvent: N1=CC=CC=C1 (pyridine). Yields the product COC(C1=C(C=C(C=C1)OC1=C(C=C(C(=C1)Cl)C(C(C(F)(F)F)(C1=CN(C(C=C1)=O)C)O)C)F)F)=O (4-{5-Chloro-2-fluoro-4-[3,3,3-trifluoro-2-hydroxy-1-methyl-2-(1-methyl-6-oxo-1,6-dihydro-pyridin-3-yl)-propyl]-phenoxy}-2-fluoro-benzoic acid methyl ester). As a reaction SMILES: [Cl:1][C:2]1[CH:7]=[C:6]([OH:8])[C:5]([F:9])=[CH:4][C:3]=1[CH:10]([CH3:25])[C:11]([C:17]1[CH:18]=[CH:19][C:20](=[O:24])[N:21]([CH3:23])[CH:22]=1)([OH:16])[C:12]([F:15])([F:14])[F:13].[F:26][C:27]1[CH:28]=[C:29](B(O)O)[CH:30]=[CH:31][C:32]=1[C:33]([O:35][CH3:36])=[O:34]>C([O-])(=O)C.[Cu+2].C([O-])(=O)C.N1C=CC=CC=1>[CH3:36][O:35][C:33](=[O:34])[C:32]1[CH:31]=[CH:30][C:29]([O:8][C:6]2[CH:7]=[C:2]([Cl:1])[C:3]([CH:10]([CH3:25])[C:11]([OH:16])([C:17]3[CH:18]=[CH:19][C:20](=[O:24])[N:21]([CH3:23])[CH:22]=3)[C:12]([F:15])([F:14])[F:13])=[CH:4][C:5]=2[F:9])=[CH:28][C:27]=1[F:26] |f:2.3.4|. Reported procedure: In analogy to Example 151, step 8, 5-[2-(2-chloro-5-fluoro-4-hydroxy-phenyl)-1-hydroxy-1-trifluoromethyl-propyl]-1-methyl-1H-pyridin-2-one was reacted with 3-fluoro-4-methoxycarbonylphenylboronic acid, copper-(II)-acetate and pyridine to give the title compound as an off-white solid. MS (m/e)=532.2 [M+H+]. Starting materials: C(C)OC1=CC=C(C=C1)NC(=O)C1=C(NC=2CCCC(C12)=O)[N+](=O)[O-] (N-(4-Ethoxyphenyl)-2-nitro-4-oxo-4,5,6,7-tetrahydro-1H-indole-3-carboxamide). Reagents/catalysts: [Pd] (palladium on carbon). The solvent is C(C)O (ethyl alcohol). The product is C(C)OC1=CC=C(C=C1)NC(=O)C1=C(NC=2CCCC(C12)=O)N (N-(4-ethoxyphenyl)-2-amino-4-oxo-4,5,6,7-tetrahydro-1H-indole-3-carboxamide). The yield is 32.1%. As a reaction SMILES: [CH2:1]([O:3][C:4]1[CH:9]=[CH:8][C:7]([NH:10][C:11]([C:13]2[C:21]3[C:20](=[O:22])[CH2:19][CH2:18][CH2:17][C:16]=3[NH:15][C:14]=2[N+:23]([O-])=O)=[O:12])=[CH:6][CH:5]=1)[CH3:2]>[Pd].C(O)C>[CH2:1]([O:3][C:4]1[CH:5]=[CH:6][C:7]([NH:10][C:11]([C:13]2[C:21]3[C:20](=[O:22])[CH2:19][CH2:18][CH2:17][C:16]=3[NH:15][C:14]=2[NH2:23])=[O:12])=[CH:8][CH:9]=1)[CH3:2]. Procedure details: N-(4-Ethoxyphenyl)-2-nitro-4-oxo-4,5,6,7-tetrahydro-1H-indole-3-carboxamide (41 mg) was treated with 10% palladium on carbon (5 mg) in ethyl alcohol (10 mL) under hydrogen (50 PSI) in a Parr bottle for 1 hour. The mixture was filtered through Celite, concentrated in vacuo, and purified on Silica gel (5% methyl alcohol/dichloromethane) to afford N-(4-ethoxyphenyl)-2-amino-4-oxo-4,5,6,7-tetrahydro-1H-indole-3-carboxamide (Compound 57) (12 mg). RXN SMILES: S(Cl)(Cl)=O.[OH:5][C:6]1[CH:7]=[C:8](/[CH:15]=[CH:16]/[C:17]([OH:19])=O)[CH:9]=[CH:10][C:11]=1[N+:12]([O-:14])=[O:13].[Cl:20][C:21]1[CH:22]=[C:23]([CH:25]=[CH:26][CH:27]=1)[NH2:24]>C(Cl)Cl.CN(C=O)C.C(Cl)Cl>[Cl:20][C:21]1[CH:22]=[C:23]([NH:24][C:17](=[O:19])/[CH:16]=[CH:15]/[C:8]2[CH:9]=[CH:10][C:11]([N+:12]([O-:14])=[O:13])=[C:6]([OH:5])[CH:7]=2)[CH:25]=[CH:26][CH:27]=1 |f:3.4|. The solvent is C(Cl)Cl (DCM), C(Cl)Cl.CN(C)C=O (DCM DMF). Starting materials: S(=O)(Cl)Cl (Thionyl chloride), OC=1C=C(C=CC1[N+](=O)[O-])/C=C/C(=O)O ((E)-3-(3-hydroxy-4-nitro-phenyl)-acrylic acid), ClC=1C=C(N)C=CC1 (3-chloro-aniline). Isolated yield 78.4%. Reaction conditions: time 1.5 hour. The product is ClC=1C=C(C=CC1)NC(\C=C\C1=CC(=C(C=C1)[N+](=O)[O-])O)=O ((E)-N-(3-Chloro-phenyl)-3-(3-hydroxy-4-nitro-phenyl)-acrylamide). Procedure: Thionyl chloride (0.83 mL, 6.6 mmol) was added portionwise to a suspension of (E)-3-(3-hydroxy-4-nitro-phenyl)-acrylic acid (1.05 g, 5.0 mmol) in DCM-DMF (20-2 mL). After stirring the resulting solution at RT for 1.5 hrs, 3-chloro-aniline (2.12 mL, 20 mmol) was added dropwise and the mixture was stirred at RT for additional 2 hrs. Then the reaction mixture was diluted with DCM and washed with water, aqueous hydrochloric acid, and brine. The organic layer was dried over sodium sulphate and evapor... The reactants are C(C)(C)(C)OC(=O)N1CCC(CC1)=C(C#CC(C)O)C1=CC=CC=C1 (4-(1-phenyl-1-(3-hydroxy-1-butyn-1-yl)-methylene)-piperidine-1-carboxylic acid tert-butyl ester). The reagents and catalysts are O=[Mn]=O (MnO2). Run in C(Cl)Cl (CH2Cl2). Conditions: time 3 hour. The product is C(C)(C)(C)OC(=O)N1CCC(CC1)=C(C#CC(C)=O)C1=CC=CC=C1 (4-(1-Phenyl-1-(3-oxo-1-butyn-1-yl)methylene)-piperidine-1-carboxylic Acid Tert-Butyl Ester). Isolated yield 97.0%. RXN SMILES: [C:1]([O:5][C:6]([N:8]1[CH2:13][CH2:12][C:11](=[C:14]([C:20]2[CH:25]=[CH:24][CH:23]=[CH:22][CH:21]=2)[C:15]#[C:16][CH:17]([OH:19])[CH3:18])[CH2:10][CH2:9]1)=[O:7])([CH3:4])([CH3:3])[CH3:2]>C(Cl)Cl.O=[Mn]=O>[C:1]([O:5][C:6]([N:8]1[CH2:9][CH2:10][C:11](=[C:14]([C:20]2[CH:21]=[CH:22][CH:23]=[CH:24][CH:25]=2)[C:15]#[C:16][C:17](=[O:19])[CH3:18])[CH2:12][CH2:13]1)=[O:7])([CH3:2])([CH3:3])[CH3:4]. Procedure: To a solution of 4-(1-phenyl-1-(3-hydroxy-1-butyn-1-yl)-methylene)-piperidine-1-carboxylic acid tert-butyl ester (0.197 g, 0.577 mmol) in CH2Cl2 (5 mL) was added activated MnO2 (1.125 g) at 0° C. The mixture was allowed to stir for 3 h, at which point no starting material remained. The reaction mixture was filtered through a pad of Celite and the filtrate was concentrated to give the title compound (0.190 g, 97%) as a colorless oil: The reactants are ClC=1C=C(C2=C(OCCO2)C1)C(=O)O (7-chloro-1,4-benzodioxane-5-carboxylic acid), S(=O)(Cl)Cl (thionyl chloride). Yields the product ClC=1C=C(C2=C(OCCO2)C1)C(=O)Cl (7-chloro-1,4-benzodioxane-5-carbonyl chloride). Yield: 100.0%. RXN SMILES: [Cl:1][C:2]1[CH:3]=[C:4]([C:12]([OH:14])=O)[C:5]2[O:10][CH2:9][CH2:8][O:7][C:6]=2[CH:11]=1.S(Cl)([Cl:17])=O>>[Cl:1][C:2]1[CH:3]=[C:4]([C:12]([Cl:17])=[O:14])[C:5]2[O:10][CH2:9][CH2:8][O:7][C:6]=2[CH:11]=1. Reported procedure: 32.2 g of 7-chloro-1,4-benzodioxane-5-carboxylic acid and 64 ml of thionyl chloride were introduced into a balloon flask provided with an agitator, a thermometer and a condenser. The mixture was heated under reflux and then the thionyl chloride in excess was distilled off under vacuum. 35 g of 7-chloro-1,4-benzodioxane-5-carbonyl chloride were obtained (M.P.: 140° C.; yield: 100%). Reactants: CC(C)CNc1c([N+](=O)[O-])c2nnnn2c2ccc(OCc3ccccc3)cc12, CC#N, [H][H]. Yields the product CC(C)CNc1c(N)c2nnnn2c2ccc(OCc3ccccc3)cc12. As a reaction SMILES: [CH2:1]([c:2]1[cH:3][cH:4][cH:5][cH:6][cH:7]1)[O:8][c:9]1[cH:10][c:11]2[c:12]([NH:25][CH2:26][CH:27]([CH3:28])[CH3:29])[c:13]([N+:22]([O-:23])=[O:24])[c:14]3[n:15]([c:16]2[cH:17][cH:18]1)[n:19][n:20][n:21]3.[CH3:32][C:33]#[N:34].[H:30][H:31]>>[CH2:1]([c:2]1[cH:3][cH:4][cH:5][cH:6][cH:7]1)[O:8][c:9]1[cH:10][c:11]2[c:12]([NH:25][CH2:26][CH:27]([CH3:28])[CH3:29])[c:13]([NH2:22])[c:14]3[n:15]([c:16]2[cH:17][cH:18]1)[n:19][n:20][n:21]3. Starting materials: C(C1=CC=CC=C1)NCC1=CC=CC=C1 (dibenzylamine), ClS(=O)(=O)C1=CC=C(C(=O)OC)C=C1 (methyl 4-(chlorosulfonyl)benzoate). The product is C(C1=CC=CC=C1)N(S(=O)(=O)C1=CC=C(C(=O)O)C=C1)CC1=CC=CC=C1 (4-(N,N-dibenzylsulfamoyl)benzoic acid). As a reaction SMILES: [CH2:1]([NH:8][CH2:9][C:10]1[CH:15]=[CH:14][CH:13]=[CH:12][CH:11]=1)[C:2]1[CH:7]=[CH:6][CH:5]=[CH:4][CH:3]=1.Cl[S:17]([C:20]1[CH:29]=[CH:28][C:23]([C:24]([O:26]C)=[O:25])=[CH:22][CH:21]=1)(=[O:19])=[O:18]>>[CH2:9]([N:8]([CH2:1][C:2]1[CH:7]=[CH:6][CH:5]=[CH:4][CH:3]=1)[S:17]([C:20]1[CH:21]=[CH:22][C:23]([C:24]([OH:26])=[O:25])=[CH:28][CH:29]=1)(=[O:19])=[O:18])[C:10]1[CH:15]=[CH:14][CH:13]=[CH:12][CH:11]=1. Procedure details: Prepared as in example 5-27 from dibenzylamine and methyl 4-(chlorosulfonyl)-benzoate (Example 5-10c). MS (M−H, 380.1); 1H NMR (400 MHz, DMSO-d6): δ, ppm: 4.52 (s, 4H), 7.10 (m, 4H), 7.25 (m, 6H), 8.00 (d, 2H, J=8.4 Hz), 8.15 (d, 2H-J=8.4 Hz), 13.5 (s, broad, 1H).